This data is from the Open Reaction Database (ORD), a public repository of structured organic reaction records. The task is: describe an organic reaction: reactants, conditions, products, and yield The reactants are NCC(C)O ((RS)-1-amino-2-propanol), O=CCC1C(C2=CC=C(C=C2C1)OC)=O ((RS)-2-(2-oxoethyl)-5-methoxy-1-indanone), O (water). The reagents and catalysts are C1(=CC=C(C=C1)S(=O)(=O)O)C (p-toluenesulfonic acid). The solvent is C1(=CC=CC=C1)C (toluene), C1(=CC=CC=C1)C (toluene). Run at time 35 minute. The product is COC=1C=C2CC3=C(N(C=C3)CC(C)O)C2=CC1 ((RS)-1-(6-methoxy-1,4-dihydro-indeno[1,2-b]pyrrol-1-yl)-propan-2-ol). Isolated yield 67.2%. As a reaction SMILES: O=[CH:2][CH2:3][CH:4]1[CH2:12][C:11]2[C:6](=[CH:7][CH:8]=[C:9]([O:13][CH3:14])[CH:10]=2)[C:5]1=O.O.[NH2:17][CH2:18][CH:19]([OH:21])[CH3:20]>C1(C)C=CC=CC=1.C1(C)C=CC(S(O)(=O)=O)=CC=1>[CH3:14][O:13][C:9]1[CH:10]=[C:11]2[C:6](=[CH:7][CH:8]=1)[C:5]1[N:17]([CH2:18][CH:19]([OH:21])[CH3:20])[CH:2]=[CH:3][C:4]=1[CH2:12]2. Procedure: A solution of 2 g of (RS)-2-(2-oxoethyl)-5-methoxy-1-indanone and 80 mg of p-toluenesulfonic acid in 90 ml of anhydrous toluene was heated on a water separator. A solution of 2.94 g of (RS)-1-amino-2-propanol in 20 ml of anhydrous toluene was added dropwise to the boiling solution over a period of 5 minutes. Subsequently, the mixture was boiled for an additional 35 minutes, during which the solvent was reduced to a volume of 25 ml. The cooled reaction mixture was purified by column chromatograph... The reactants are C(C)(C)(C)OC(CNCCSCC)=O (N-(2-ethylthioethyl)-glycine tert-butyl ester), N#N.Cl.COC=1C=C2C=CC(=CC2=CC1OC)S(=O)(=O)N[C@@H](CCCNC(N)=N)C(=O)Cl (N2 (6,7-dimethoxy-2-naphthalenesulfonyl)-L-arginyl chloride hydrochloride). Solvent: C(Cl)(Cl)Cl (chloroform). Run at time 8 hour. Product: N#N.C(C)(C)(C)OC(CN(CCSCC)C([C@@H](NS(=O)(=O)C1=CC2=CC(=C(C=C2C=C1)OC)OC)CCCNC(N)=N)=O)=O (N2 (6,7-dimethoxy-2-naphthalenesulfonyl)-L-arginyl-N-(2-ethylthioethyl)glycine tert-butyl ester). RXN SMILES: [C:1]([O:5][C:6](=[O:14])[CH2:7][NH:8][CH2:9][CH2:10][S:11][CH2:12][CH3:13])([CH3:4])([CH3:3])[CH3:2].[N:15]#[N:16].Cl.[CH3:18][O:19][C:20]1[CH:21]=[C:22]2[C:27](=[CH:28][C:29]=1[O:30][CH3:31])[CH:26]=[C:25]([S:32]([NH:35][C@H:36]([C:44](Cl)=[O:45])[CH2:37][CH2:38][CH2:39][NH:40][C:41](=[NH:43])[NH2:42])(=[O:34])=[O:33])[CH:24]=[CH:23]2>C(Cl)(Cl)Cl>[N:15]#[N:16].[C:1]([O:5][C:6](=[O:14])[CH2:7][N:8]([C:44](=[O:45])[C@H:36]([CH2:37][CH2:38][CH2:39][NH:40][C:41](=[NH:42])[NH2:43])[NH:35][S:32]([C:25]1[CH:24]=[CH:23][C:22]2[C:27](=[CH:28][C:29]([O:30][CH3:31])=[C:20]([O:19][CH3:18])[CH:21]=2)[CH:26]=1)(=[O:34])=[O:33])[CH2:9][CH2:10][S:11][CH2:12][CH3:13])([CH3:4])([CH3:3])[CH3:2] |f:1.2.3,5.6|. Procedure: To a stirred solution of 4.80 g of N-(2-ethylthioethyl)-glycine tert-butyl ester in 40 ml of chloroform was carefully added N2 -(6,7-dimethoxy-2-naphthalenesulfonyl)-L-arginyl chloride hydrochloride obtained above. The reaction mixture was allowed to stand at room temperature overnight. The reaction mixture was washed twice with 20 ml of saturated sodium chloride solution and evaporated to dryness. The residue was triturated with a small amount of water to give a powder. This was collected by fi... Reactants: O (Water), [H-].[Na+] (Sodium hydride), FC(C1=NNC=2CCCCC12)(F)F (4,5,6,7-tetrahydro-3-(trifluoromethyl)-indazole), BrCC(=O)OC(C)(C)C (Tert-butyl bromoacetate). Solvent: CN(C)C=O (DMF). Conditions: time 30 minute. The product is C(C)(C)(C)OC(CN1N=C(C=2CCCCC12)C(F)(F)F)=O ((3-Trifluoromethyl-4,5,6,7-tetrahydro-indazol-1-yl)-acetic acid tert-butyl ester). RXN SMILES: [H-].[Na+].[F:3][C:4]([F:15])([F:14])[C:5]1[C:13]2[CH2:12][CH2:11][CH2:10][CH2:9][C:8]=2[NH:7][N:6]=1.Br[CH2:17][C:18]([O:20][C:21]([CH3:24])([CH3:23])[CH3:22])=[O:19].O>CN(C=O)C>[C:21]([O:20][C:18](=[O:19])[CH2:17][N:7]1[C:8]2[CH2:9][CH2:10][CH2:11][CH2:12][C:13]=2[C:5]([C:4]([F:3])([F:14])[F:15])=[N:6]1)([CH3:24])([CH3:23])[CH3:22] |f:0.1|. Reported procedure: Sodium hydride (60% [w/w] dispersion in mineral oil, 632 mg, 15.8 mmol) was added portionwise to a stirred solution of 4,5,6,7-tetrahydro-3-(trifluoromethyl)-indazole (3.00 g, 15.8 mmol) in DMF (60 mL), and the mixture stirred at RT for 30 min. Tert-butyl bromoacetate (2.33 mL, 15.8 mmol) was added and the reaction mixture stirred at 80° C. for 2 h, and allowed to cool to RT. Water (50 mL) was added and the resulting solution extracted with EtOAc (3×200 mL), washed with water (200 mL), brine (20... Reactants: C1(=CC=CC2=CC=CC=C12)C=O (naphthaleneformaldehyde), C1(=CC=CC=C1)O (phenol), C(C(=O)O)(=O)O (oxalic acid), C=O (formalin). Reagents/catalysts: C1(=CC=C(C=C1)S(=O)(=O)O)C (p-toluenesulfonic acid). The product is C1=CC=CC2=CC=CC=C12 (naphthalene). RXN SMILES: [C:1]1(C=O)[C:10]2[C:5](=[CH:6][CH:7]=[CH:8][CH:9]=2)[CH:4]=[CH:3][CH:2]=1.C1(O)C=CC=CC=1.C(O)(=O)C(O)=O.C=O>C1(C)C=CC(S(O)(=O)=O)=CC=1>[CH:9]1[C:10]2[C:5](=[CH:4][CH:3]=[CH:2][CH:1]=2)[CH:6]=[CH:7][CH:8]=1. Reported procedure: 100 Parts of a naphthaleneformaldehyde resin and 100 parts of phenol were reacted with each other in the presence of 0.1 part of p-toluenesulfonic acid as a catalyst at 140° C. for 2 hours. Then, 1 part of oxalic acid and 35 parts of 37% formalin were added, and the mixture was allowed to react at 100° C. for 2.5 hours. Thereafter, while the mixture was heated, it was subjected to dehydration treatment under reduced pressure. When the temperature reached 165° C., the dehydration under reduced pr... Reactants: C(C)(=O)OCC (ethyl acetate), N1=C(C=CC=C1C)C (2,6-Lutidine), NaIO4, C(C=C)C1(CC1)S(=O)(=O)NC1=C(C(=C(C=2C=COC21)F)F)NC2=C(C=C(C=C2)I)F (1-allyl-N-(4,5-difluoro-6-(2-fluoro-4-iodophenylamino)benzofuran-7-yl)cyclopropane-1-sulfonamide). The reagents and catalysts are [Os](=O)(=O)(=O)=O (osmium tetroxide). Solvent: C(Cl)Cl (DCM), O (water), O1CCOCC1 (dioxane), CCCCCC (hexane). Run at temperature 30 celsius, time 14 hour. The product is FC1=C(C(=C(C2=C1C=CO2)NS(=O)(=O)C2(CC2)CC=O)NC2=C(C=C(C=C2)I)F)F (N-(4,5-Difluoro-6-(2-fluoro-4-iodophenylamino)benzofuran-7-yl)-1-(2-oxoethyl)cyclopropane-1-sulfonamide). Isolated yield 43.0%. As a reaction SMILES: N1C(C)=CC=CC=1C.[CH2:9]([C:12]1([S:15]([NH:18][C:19]2[C:27]3[O:26][CH:25]=[CH:24][C:23]=3[C:22]([F:28])=[C:21]([F:29])[C:20]=2[NH:30][C:31]2[CH:36]=[CH:35][C:34]([I:37])=[CH:33][C:32]=2[F:38])(=[O:17])=[O:16])[CH2:14][CH2:13]1)[CH:10]=C.C(OCC)(=[O:41])C>O1CCOCC1.O.CCCCCC.C(Cl)Cl.[Os](=O)(=O)(=O)=O>[F:28][C:22]1[C:23]2[CH:24]=[CH:25][O:26][C:27]=2[C:19]([NH:18][S:15]([C:12]2([CH2:9][CH:10]=[O:41])[CH2:13][CH2:14]2)(=[O:16])=[O:17])=[C:20]([NH:30][C:31]2[CH:36]=[CH:35][C:34]([I:37])=[CH:33][C:32]=2[F:38])[C:21]=1[F:29]. Procedure details: 2,6-Lutidine (0.077 g, 0.7188 mmol) and NaIO4 (0.307 g, 1.4376 mmol) were added to a solution of 1-allyl-N-(4,5-difluoro-6-(2-fluoro-4-iodophenylamino)benzofuran-7-yl)cyclopropane-1-sulfonamide (I-35a: 0.190 g, 0.3594 mmol) in dioxane (10 mL). This was followed by the addition of osmium tetroxide (0.0045 g, 0.0179 mmol) in water (2 mL). The reaction mass was stirred for 12-16 hours at 20-40° C. The reaction was monitored by TLC (50% ethyl acetate in hexane). The reaction mass was diluted with DC...